From a dataset of the Open Reaction Database (ORD), a public repository of structured organic reaction records. describe an organic reaction: reactants, conditions, products, and yield Starting materials: CCOC(=O)c1cn(C)c2c(CBr)csc2c1=O, [N-]=[N+]=[N-], [Na+], CN(C)C=O, O. Yields the product CCOC(=O)c1cn(C)c2c(CN=[N+]=[N-])csc2c1=O. Reaction SMILES: [Br:1][CH2:2][c:3]1[cH:4][s:5][c:6]2[c:7]1[n:8]([CH3:18])[cH:9][c:10]([C:13](=[O:14])[O:15][CH2:16][CH3:17])[c:11]2=[O:12].[N-:20]=[N+:21]=[N-:22].[Na+:19].[O:23]=[CH:24][N:25]([CH3:26])[CH3:27].[OH2:28]>>[CH2:2]([c:3]1[cH:4][s:5][c:6]2[c:7]1[n:8]([CH3:18])[cH:9][c:10]([C:13](=[O:14])[O:15][CH2:16][CH3:17])[c:11]2=[O:12])[N:20]=[N+:21]=[N-:22]. Reaction SMILES: [C:1]([C:4]1([CH3:18])[CH2:8][O:7][C:6]([CH3:10])([CH3:9])[N:5]1[C:11]([O:13][C:14]([CH3:17])([CH3:16])[CH3:15])=[O:12])(=[S:3])[NH2:2].Br[CH2:20][C:21]([CH3:23])=O>C(O)C>[CH3:9][C:6]1([CH3:10])[N:5]([C:11]([O:13][C:14]([CH3:17])([CH3:16])[CH3:15])=[O:12])[C:4]([CH3:18])([C:1]2[S:3][CH:20]=[C:21]([CH3:23])[N:2]=2)[CH2:8][O:7]1. Product: CC1(OCC(N1C(=O)OC(C)(C)C)(C=1SC=C(N1)C)C)C (tert-butyl 2,2,4-trimethyl-4-(4-methyl-1,3-thiazol-2-yl)-1,3-oxazolidine-3-carboxylate). Run in C(C)O (ethanol). Starting materials: C(N)(=S)C1(N(C(OC1)(C)C)C(=O)OC(C)(C)C)C (tert-butyl 4-carbamothioyl-2,2,4-trimethyl-1,3-oxazolidine-3-carboxylate), BrCC(=O)C (1-bromoacetone). Procedure: A solution of 244 mg of tert-butyl 4-carbamothioyl-2,2,4-trimethyl-1,3-oxazolidine-3-carboxylate and 0.1 ml of 1-bromoacetone in 10 ml of ethanol was stirred at 75° C. for 2 hours. The reaction mixture was concentrated under reduced pressure and the obtained residue was purified by silica gel column chromatography to obtain 102 mg of tert-butyl 2,2,4-trimethyl-4-(4-methyl-1,3-thiazol-2-yl)-1,3-oxazolidine-3-carboxylate.